Task: describe an organic reaction: reactants, conditions, products, and yield. Dataset: the Open Reaction Database (ORD), a public repository of structured organic reaction records Starting materials: BrCC(=O)C1=C(C=CC=C1)C (2-bromo-2′-methylacetophenone), [OH-].[Na+] (sodium hydroxide), O=C1C(CN(C2=C(N1)C=C(C=C2)C)C(=O)OCC2=CC=CC=C2)NC(=O)OC(C)(C)C (2-Oxo-3-tert-butoxycarbonylamino-5-benzyloxycarbonyl-8-methyl-1,3,4,5-tetrahydro-2H-1,5-benzodiazepine). The reagents and catalysts are [Br-].C(CCC)[N+](CCCC)(CCCC)CCCC (tetra-n-butylammonium bromide). Run in C1(=CC=CC=C1)C (toluene). Run at time 2 hour. The product is C=1(C(=CC=CC1)C(=O)CN1C(C(CN(C2=C1C=C(C=C2)C)C(=O)OCC2=CC=CC=C2)NC(=O)OC(C)(C)C)=O)C (1-(2-toluoylmethyl)-2-oxo-3-tert-butoxycarbonylamino-5-benzyloxycarbonyl-8-methyl-1,3,4,5-tetrahydro-2H-1,5-benzodiazepine). Isolated yield 42.6%. As a reaction SMILES: [O:1]=[C:2]1[NH:8][C:7]2[CH:9]=[C:10]([CH3:13])[CH:11]=[CH:12][C:6]=2[N:5]([C:14]([O:16][CH2:17][C:18]2[CH:23]=[CH:22][CH:21]=[CH:20][CH:19]=2)=[O:15])[CH2:4][CH:3]1[NH:24][C:25]([O:27][C:28]([CH3:31])([CH3:30])[CH3:29])=[O:26].Br[CH2:33][C:34]([C:36]1[CH:41]=[CH:40][CH:39]=[CH:38][C:37]=1[CH3:42])=[O:35].[OH-].[Na+]>C1(C)C=CC=CC=1.[Br-].C([N+](CCCC)(CCCC)CCCC)CCC>[C:37]1([CH3:42])[C:36]([C:34]([CH2:33][N:8]2[C:7]3[CH:9]=[C:10]([CH3:13])[CH:11]=[CH:12][C:6]=3[N:5]([C:14]([O:16][CH2:17][C:18]3[CH:23]=[CH:22][CH:21]=[CH:20][CH:19]=3)=[O:15])[CH2:4][CH:3]([NH:24][C:25]([O:27][C:28]([CH3:31])([CH3:30])[CH3:29])=[O:26])[C:2]2=[O:1])=[O:35])=[CH:41][CH:40]=[CH:39][CH:38]=1 |f:2.3,5.6|. Procedure details: 2-Oxo-3-tert-butoxycarbonylamino-5-benzyloxycarbonyl-8-methyl-1,3,4,5-tetrahydro-2H-1,5-benzodiazepine (23.1 g) was suspended in toluene (320 ml), 2-bromo-2′-methylacetophenone (13.9 g), 1N aqueous sodium hydroxide (160 ml) and tetra-n-butylammonium bromide (400 mg) were added thereto, the mixture was stirred for 2 hours at room temperature. After reaction, the reaction mixture was separated, the organic layer was washed with saturated brine, and dried over anhydrous sodium sulfate. The solvent ... The reactants are C(C1=CC=CC=C1)OC1=CC=C(C=C1)CCN1C(C2=CC=C(C(=C2C=C1)OCCCCC)OC)=O (2-[2-(4-Benzyloxyphenyl)ethyl]-6-methoxy-5-pentyloxy-2H-isoquinolin-1-one), [H][H] (hydrogen). The reagents and catalysts are [C].[Pd] (palladium-carbon). The solvent is C(C)(=O)OCC (ethyl acetate). Yields the product OC1=CC=C(C=C1)CCN1C(C2=CC=C(C(=C2C=C1)OCCCCC)OC)=O (2-[2-(4-hydroxyphenyl)ethyl]-6-methoxy-5-pentyloxy-2H-isoquinolin-1-one). Yield: 68.7%. Reaction SMILES: C([O:8][C:9]1[CH:14]=[CH:13][C:12]([CH2:15][CH2:16][N:17]2[CH:26]=[CH:25][C:24]3[C:19](=[CH:20][CH:21]=[C:22]([O:33][CH3:34])[C:23]=3[O:27][CH2:28][CH2:29][CH2:30][CH2:31][CH3:32])[C:18]2=[O:35])=[CH:11][CH:10]=1)C1C=CC=CC=1.[H][H]>C(OCC)(=O)C.[C].[Pd]>[OH:8][C:9]1[CH:14]=[CH:13][C:12]([CH2:15][CH2:16][N:17]2[CH:26]=[CH:25][C:24]3[C:19](=[CH:20][CH:21]=[C:22]([O:33][CH3:34])[C:23]=3[O:27][CH2:28][CH2:29][CH2:30][CH2:31][CH3:32])[C:18]2=[O:35])=[CH:11][CH:10]=1 |f:3.4|. Reported procedure: 2-[2-(4-Benzyloxyphenyl)ethyl]-6-methoxy-5-pentyloxy-2H-isoquinolin-1-one (1.21 g, 2.6 mmol, 1.0 eq) was dissolved in ethyl acetate (12 ml), and 10% palladium-carbon catalyst (300 mg, water content 50%) was added. The mixture was stirred in a stream of hydrogen for 4 hours. The reaction mixture was cooled to room temperature and filtered through Celite. The filtrate was concentrated under reduced pressure, and the obtained residue was purified by column chromatography on silica gel (ethyl acetat... The reagents and catalysts are [O-2].[O-2].[Mn+4] (manganese dioxide). Conditions: temperature 0 celsius, time 30 minute. The product is C(C)(=O)C1=NC2=C(N1C)C=CC=C2OCC2=CC=CC=C2 (2-acetyl-4-benzyloxy-1-methyl-1H-benzimidazole). Solvent: ClCCl (dichloromethane). Reactants: C(C1=CC=CC=C1)OC1=CC=CC=2N(C(=NC21)C(C)O)C (4-benzyloxy-2-(1-hydroxyethyl)-1-methyl-1H-benzimidazole). Procedure: To a solution of 4-benzyloxy-2-(1-hydroxyethyl)-1-methyl-1H-benzimidazole (87.0 mg) in dichloromethane (3 ml) was added manganese dioxide (870 mg) at 0° C. under nitrogen atmosphere, and the mixture was stirred for 30 minutes at 0° C. and then for 1.5 hours at ambient temperature. The reaction mixture was purified by silica gel column chromatography (ethyl acetate:n-hexane=3:1, v/v) to give 2-acetyl-4-benzyloxy-1-methyl-1H-benzimidazole (74.2 mg). Isolated yield 85.9%. As a reaction SMILES: [CH2:1]([O:8][C:9]1[C:17]2[N:16]=[C:15]([CH:18]([OH:20])[CH3:19])[N:14]([CH3:21])[C:13]=2[CH:12]=[CH:11][CH:10]=1)[C:2]1[CH:7]=[CH:6][CH:5]=[CH:4][CH:3]=1>ClCCl.[O-2].[O-2].[Mn+4]>[C:18]([C:15]1[N:14]([CH3:21])[C:13]2[CH:12]=[CH:11][CH:10]=[C:9]([O:8][CH2:1][C:2]3[CH:7]=[CH:6][CH:5]=[CH:4][CH:3]=3)[C:17]=2[N:16]=1)(=[O:20])[CH3:19] |f:2.3.4|. Reactants: CCCCCC1CCC(CCCCC2CCC(=O)CC2)CC1, C1CCOC1, [Cl-], Fc1cccc(Br)c1F, [Mg], [NH4+]. Product: CCCCCC1CCC(CCCCC2CC=C(c3cccc(F)c3F)CC2)CC1. As a reaction SMILES: [CH2:11]([CH2:12][CH2:13][CH2:14][CH3:15])[CH:16]1[CH2:17][CH2:18][CH:19]([CH2:22][CH2:23][CH2:24][CH2:25][CH:26]2[CH2:27][CH2:28][C:29](=[O:32])[CH2:30][CH2:31]2)[CH2:20][CH2:21]1.[CH2:35]1[O:36][CH2:37][CH2:38][CH2:39]1.[Cl-:33].[F:2][c:3]1[c:4]([Br:10])[cH:5][cH:6][cH:7][c:8]1[F:9].[Mg:1].[NH4+:34]>>[F:2][c:3]1[c:4]([C:29]2=[CH:28][CH2:27][CH:26]([CH2:25][CH2:24][CH2:23][CH2:22][CH:19]3[CH2:18][CH2:17][CH:16]([CH2:11][CH2:12][CH2:13][CH2:14][CH3:15])[CH2:21][CH2:20]3)[CH2:31][CH2:30]2)[cH:5][cH:6][cH:7][c:8]1[F:9]. The reactants are ice, Cl.ClC=1C=C(C=CC1)N1CCNCC1 ((3-chloro-phenyl)-piperazine hydrochloride), [OH-].[Na+] (sodium hydroxide), BrCCCl (2-bromo-1-chloroethane). The solvent is CS(=O)C (DMSO). Reaction conditions: time 4 hour. Product: ClCCN1CCN(CC1)C1=CC(=CC=C1)Cl (1-(2-Chloroethyl)-4-(3-chlorophenyl) piperazine). Yield: 59.6%. As a reaction SMILES: Cl.[Cl:2][C:3]1[CH:4]=[C:5]([N:9]2[CH2:14][CH2:13][NH:12][CH2:11][CH2:10]2)[CH:6]=[CH:7][CH:8]=1.[OH-].[Na+].Br[CH2:18][CH2:19][Cl:20]>CS(C)=O>[Cl:20][CH2:19][CH2:18][N:12]1[CH2:13][CH2:14][N:9]([C:5]2[CH:6]=[CH:7][CH:8]=[C:3]([Cl:2])[CH:4]=2)[CH2:10][CH2:11]1 |f:0.1,2.3|. Reported procedure: A mixture of (3-chloro-phenyl)-piperazine hydrochloride (51.5 mmol) and powdered sodium hydroxide (103 mmol) in DMSO (75 mL) was treated with 2-bromo-1-chloroethane (77.2 mmol) and stirred at ambient temperature for 4 h. The reaction was poured into ice cold water (200 mL) and stirred for 0.5 h. A solid mass formed and was separated by decanting the water. The aqueous layer was extracted with dichloromethane (100 mL). The solid mass was dissolved with dichloromethane (100 mL) and the combined or... Starting materials: C(C1=CC=CC=C1)N(C1=C(CN(C2=NC=C(C=N2)OCCCC(=O)OCC)CC2=CC(=CC(=C2)C(F)(F)F)C(F)(F)F)C=C(C=C1)C(F)(F)F)CC (Ethyl 4-{2-[[2-(benzyl-ethyl-amino)-5-trifluoromethyl-benzyl]-(3,5-bis-trifluoromethyl-benzyl)-amino]-pyrimidin-5-yloxy}-butyrate). Reagents/catalysts: [C].[Pd] (palladium-carbon). The solvent is C(C)O (ethanol). Conditions: time 30 minute. Yields the product FC(C=1C=C(CN(C2=NC=C(C=N2)OCCCC(=O)OCC)CC2=C(C=CC(=C2)C(F)(F)F)NCC)C=C(C1)C(F)(F)F)(F)F (ethyl 4-{2-[(3,5-bis-trifluoromethyl-benzyl)-(2-ethylamino-5-trifluoromethyl-benzyl)-amino]-pyrimidin-5-yloxy}-butyrate). Isolated yield 86.7%. RXN SMILES: [CH2:1]([N:8](CC)[C:9]1[CH:46]=[CH:45][C:44]([C:47]([F:50])([F:49])[F:48])=[CH:43][C:10]=1[CH2:11][N:12]([CH2:28][C:29]1[CH:34]=[C:33]([C:35]([F:38])([F:37])[F:36])[CH:32]=[C:31]([C:39]([F:42])([F:41])[F:40])[CH:30]=1)[C:13]1[N:18]=[CH:17][C:16]([O:19][CH2:20][CH2:21][CH2:22][C:23]([O:25][CH2:26][CH3:27])=[O:24])=[CH:15][N:14]=1)[C:2]1C=CC=CC=1>C(O)C.[C].[Pd]>[F:38][C:35]([F:36])([F:37])[C:33]1[CH:34]=[C:29]([CH:30]=[C:31]([C:39]([F:40])([F:41])[F:42])[CH:32]=1)[CH2:28][N:12]([CH2:11][C:10]1[CH:43]=[C:44]([C:47]([F:50])([F:49])[F:48])[CH:45]=[CH:46][C:9]=1[NH:8][CH2:1][CH3:2])[C:13]1[N:14]=[CH:15][C:16]([O:19][CH2:20][CH2:21][CH2:22][C:23]([O:25][CH2:26][CH3:27])=[O:24])=[CH:17][N:18]=1 |f:2.3|. Reported procedure: Ethyl 4-{2-[[2-(benzyl-ethyl-amino)-5-trifluoromethyl-benzyl]-(3,5-bis-trifluoromethyl-benzyl)-amino]-pyrimidin-5-yloxy}-butyrate (4.07 g) is dissolved in ethanol (60 ml), and thereto is added 10% palladium-carbon (500 mg) and the mixture is stirred under hydrogen atmosphere at room temperature for 30 minutes. The catalyst is removed by filtration, and the filtrate is concentrated under reduced pressure. The resulting residue is purified by NH-silica gel column chromatography (hexane:ethyl aceta... Reactants: [H-].[Na+] (sodium hydride), C(#N)C1=CC(=C(C=C1)[C@H]1NC(N(C(=C1C#N)C)C1=CC(=CC=C1)C(F)(F)F)=O)S(=O)(=O)C ((4S)-4-[4-Cyano-2-(methylsulfonyl)phenyl]-6-methyl-2-oxo-1-[3-(trifluoromethyl)phenyl]-1,2,3,4-tetrahydropyrimidine-5-carbonitrile), C1(=CC=C(C=C1)S(=O)(=O)Cl)C (p-toluenesulfonyl chloride). The solvent is C1CCOC1 (THF), C1CCOC1 (THF). Conditions: time 20 minute. The product is C(#N)C1=CC(=C(C=C1)[C@H]1N(C(N(C(=C1C#N)C)C1=CC(=CC=C1)C(F)(F)F)=O)S(=O)(=O)C1=CC=C(C=C1)C)S(=O)(=O)C ((4S)-4-[4-Cyano-2-(methylsulfonyl)phenyl]-6-methyl-3-[(4-methylphenyl)sulfonyl]-2-oxo-1-[3-(trifluoromethyl)phenyl]-1,2,3,4-tetrahydropyrimidine-5-carbonitrile). Yield: 96.4%. Reaction SMILES: [C:1]([C:3]1[CH:8]=[CH:7][C:6]([C@@H:9]2[C:14]([C:15]#[N:16])=[C:13]([CH3:17])[N:12]([C:18]3[CH:23]=[CH:22][CH:21]=[C:20]([C:24]([F:27])([F:26])[F:25])[CH:19]=3)[C:11](=[O:28])[NH:10]2)=[C:5]([S:29]([CH3:32])(=[O:31])=[O:30])[CH:4]=1)#[N:2].[H-].[Na+].[C:35]1([CH3:45])[CH:40]=[CH:39][C:38]([S:41](Cl)(=[O:43])=[O:42])=[CH:37][CH:36]=1>C1COCC1>[C:1]([C:3]1[CH:8]=[CH:7][C:6]([C@@H:9]2[C:14]([C:15]#[N:16])=[C:13]([CH3:17])[N:12]([C:18]3[CH:23]=[CH:22][CH:21]=[C:20]([C:24]([F:27])([F:26])[F:25])[CH:19]=3)[C:11](=[O:28])[N:10]2[S:41]([C:38]2[CH:39]=[CH:40][C:35]([CH3:45])=[CH:36][CH:37]=2)(=[O:43])=[O:42])=[C:5]([S:29]([CH3:32])(=[O:31])=[O:30])[CH:4]=1)#[N:2] |f:1.2|. Procedure details: The reaction was carried out under argon. (4S)-4-[4-Cyano-2-(methylsulfonyl)phenyl]-6-methyl-2-oxo-1-[3-(trifluoromethyl)phenyl]-1,2,3,4-tetrahydropyrimidine-5-carbonitrile (278 mg, 604 μmol) was initially charged in dry THF (6 ml), and sodium hydride (60% in mineral oil; 34 mg, 845 μmol; 1.4 eq.) was added at 0° C. The mixture was warmed to RT and stirred for 20 min. A solution of p-toluenesulfonyl chloride (161 mg, 845 μmol; 1.4 eq.) in THF (˜2 ml) was then slowly added dropwise. After a react... The reactants are C1CCOC1, CC(C)N1CCNCC1, CCc1nc2c(cnn2CC)c(NC2CCOCC2)c1CNC(=O)c1cccc(C(=O)NCc2ccc(F)c(-c3cccc(CCl)c3)c2)c1. Yields the product CCc1nc2c(cnn2CC)c(NC2CCOCC2)c1CNC(=O)c1cccc(C(=O)NCc2ccc(F)c(-c3cccc(CN4CCN(C(C)C)CC4)c3)c2)c1. RXN SMILES: [CH2:59]1[O:60][CH2:61][CH2:62][CH2:63]1.[CH3:50][CH:51]([CH3:52])[N:53]1[CH2:54][CH2:55][NH:56][CH2:57][CH2:58]1.[Cl:1][CH2:2][c:3]1[cH:4][c:5](-[c:9]2[cH:10][c:11]([CH2:16][NH:17][C:18](=[O:19])[c:20]3[cH:21][c:22]([C:26](=[O:27])[NH:28][CH2:29][c:30]4[c:31]([NH:43][CH:44]5[CH2:45][CH2:46][O:47][CH2:48][CH2:49]5)[c:32]5[c:33]([n:34][c:35]4[CH2:36][CH3:37])[n:38]([CH2:41][CH3:42])[n:39][cH:40]5)[cH:23][cH:24][cH:25]3)[cH:12][cH:13][c:14]2[F:15])[cH:6][cH:7][cH:8]1>>[CH2:2]([c:3]1[cH:4][c:5](-[c:9]2[cH:10][c:11]([CH2:16][NH:17][C:18](=[O:19])[c:20]3[cH:21][c:22]([C:26](=[O:27])[NH:28][CH2:29][c:30]4[c:31]([NH:43][CH:44]5[CH2:45][CH2:46][O:47][CH2:48][CH2:49]5)[c:32]5[c:33]([n:34][c:35]4[CH2:36][CH3:37])[n:38]([CH2:41][CH3:42])[n:39][cH:40]5)[cH:23][cH:24][cH:25]3)[cH:12][cH:13][c:14]2[F:15])[cH:6][cH:7][cH:8]1)[N:56]1[CH2:55][CH2:54][N:53]([CH:51]([CH3:50])[CH3:52])[CH2:58][CH2:57]1.